From a dataset of the Open Reaction Database (ORD), a public repository of structured organic reaction records. describe an organic reaction: reactants, conditions, products, and yield The reactants are CN(C)C=O, Cc1nnc(-c2ccc3occ(-c4ccc(C=O)c(F)c4)c3c2)o1, O. The product is Cc1nnc(-c2ccc3occ(-c4ccc(C(=O)O)c(F)c4)c3c2)o1. RXN SMILES: [CH3:26][N:27]([CH3:28])[CH:29]=[O:30].[F:1][c:2]1[c:3]([CH:4]=[O:5])[cH:6][cH:7][c:8](-[c:10]2[cH:11][o:12][c:13]3[c:14]2[cH:15][c:16](-[c:19]2[o:20][c:21]([CH3:24])[n:22][n:23]2)[cH:17][cH:18]3)[cH:9]1.[OH2:25]>>[F:1][c:2]1[c:3]([C:4](=[O:5])[OH:25])[cH:6][cH:7][c:8](-[c:10]2[cH:11][o:12][c:13]3[c:14]2[cH:15][c:16](-[c:19]2[o:20][c:21]([CH3:24])[n:22][n:23]2)[cH:17][cH:18]3)[cH:9]1. Starting materials: BrC=1N=C(C(N(C1)C=1C=C(C(=O)OC)C=C(C1C)F)=O)NC(C)(C1=C(C=CC=C1)OCC1=CC=CC=C1)C (3-[5-bromo-3-[[1-methyl-1-[2-(phenylmethoxy)phenyl]ethyl]amino]-2-oxo-1(2H)-pyrazinyl]-5-fluoro-4-methyl-benzoic acid, methyl ester), C(C)(C)[Mg]Cl (Isopropylmagnesium chloride), solution, C1(CC1)N (cyclopropylamine). Solvent: [Cl-].[NH4+] (ammonium chloride), C1CCOC1 (THF), C1CCOC1 (THF). Reaction conditions: temperature 25 celsius, time 1 hour. Yields the product BrC=1N=C(C(N(C1)C=1C=C(C(=O)NC2CC2)C=C(C1C)F)=O)NC(C)(C1=C(C=CC=C1)OCC1=CC=CC=C1)C (3-[5-Bromo-3-[[1-methyl-1-[2-(phenylmethoxy)phenyl]ethyl]amino]-2-oxo-1(2H)-pyrazinyl]-N-cyclopropyl-5-fluoro-4-methyl-benzamide). RXN SMILES: [Br:1][C:2]1[N:3]=[C:4]([NH:21][C:22]([CH3:38])([C:24]2[CH:29]=[CH:28][CH:27]=[CH:26][C:25]=2[O:30][CH2:31][C:32]2[CH:37]=[CH:36][CH:35]=[CH:34][CH:33]=2)[CH3:23])[C:5](=[O:20])[N:6]([C:8]2[CH:9]=[C:10]([CH:15]=[C:16]([F:19])[C:17]=2[CH3:18])[C:11](OC)=[O:12])[CH:7]=1.[CH:39]1([NH2:42])[CH2:41][CH2:40]1.C([Mg]Cl)(C)C>C1COCC1.[Cl-].[NH4+]>[Br:1][C:2]1[N:3]=[C:4]([NH:21][C:22]([CH3:38])([C:24]2[CH:29]=[CH:28][CH:27]=[CH:26][C:25]=2[O:30][CH2:31][C:32]2[CH:37]=[CH:36][CH:35]=[CH:34][CH:33]=2)[CH3:23])[C:5](=[O:20])[N:6]([C:8]2[CH:9]=[C:10]([CH:15]=[C:16]([F:19])[C:17]=2[CH3:18])[C:11]([NH:42][CH:39]2[CH2:41][CH2:40]2)=[O:12])[CH:7]=1 |f:4.5|. Procedure: A solution of 3-[5-bromo-3-[[1-methyl-1-[2-(phenylmethoxy)phenyl]ethyl]amino]-2-oxo-1(2H)-pyrazinyl]-5-fluoro-4-methyl-benzoic acid, methyl ester (Example 252h, 10.50 g) dissolved in THF (100 mL) was treated with cyclopropylamine (7.61 mL). Isopropylmagnesium chloride (45.2 mL of a 2.0M solution in THF) was added dropwise over 10 min under nitrogen. The resulting solution was stirred at 25° C. for 1 h. The reaction mixture was diluted with saturated ammonium chloride solution (300 mL) and extrac...